This data is from the Open Reaction Database (ORD), a public repository of structured organic reaction records. The task is: describe an organic reaction: reactants, conditions, products, and yield Reported procedure: 4 g dry weight of cells immobilized as described in Example 17 were added to 50 ml 25 mM L-malate in 0.1 M phosphate of pH 5.0 together with 85 μmol NAD+ and 35 μmol MnCl2. Total conversion of malate to lactate was obtained in 3 hrs. The procedure could be repeated at least five times without any increase in reaction time. Starting materials: C([C@@H](O)CC(=O)[O-])(=O)[O-] (L-malate), C1=CC(=C[N+](=C1)[C@H]2[C@@H]([C@@H]([C@H](O2)COP(=O)(O)OP(=O)(O)OC[C@@H]3[C@H]([C@H]([C@@H](O3)N4C=NC5=C4N=CN=C5N)O)O)O)O)C(=O)N (NAD+), MnCl2. Run in P(=O)([O-])([O-])[O-] (phosphate). RXN SMILES: [C:1]([O-:9])(=[O:8])[C@H:2]([CH2:4][C:5]([O-:7])=[O:6])[OH:3].C1C=[N+]([C@@H]2O[C@H](COP(OP(OC[C@H]3O[C@@H](N4C5N=CN=C(N)C=5N=C4)[C@H](O)[C@@H]3O)(O)=O)(O)=O)[C@@H](O)[C@H]2O)C=C(C(N)=O)C=1>P([O-])([O-])([O-])=O>[C:1]([O-:9])(=[O:8])[CH:2]([CH2:4][C:5]([O-:7])=[O:6])[OH:3].[C:1]([O-:9])(=[O:8])[CH:2]([CH3:4])[OH:3]. Yields the product C(C(O)CC(=O)[O-])(=O)[O-] (malate), C(C(O)C)(=O)[O-] (lactate). The reactants are C(C)(C)(C)[SiH2]OC(C1=CC(=NN1C)C1=CC=C(C=C1)C(F)(F)F)(C)C (5-(tert-butyl-dimethyl-silanyloxymethyl)-1-methyl-3-(4-trifluoromethyl-phenyl)-1H-pyrazole), BrBr (bromine), C([O-])([O-])=O.[Na+].[Na+] (sodium carbonate). Solvent: ClCCl (dichloromethane), ClCCl (dichloromethane). Reaction conditions: temperature 2.5 celsius, time 1 hour. Yields the product BrC=1C(=NN(C1C(O[SiH2]C(C)(C)C)(C)C)C)C1=CC=C(C=C1)C(F)(F)F (4-Bromo-5-(tert-butyl-dimethyl-silanyloxymethyl)-1-methyl-3-(4-trifluoromethyl-phenyl)-1H-pyrazole). Isolated yield 45.8%. As a reaction SMILES: [C:1]([SiH2:5][O:6][C:7]([CH3:25])([CH3:24])[C:8]1[N:12]([CH3:13])[N:11]=[C:10]([C:14]2[CH:19]=[CH:18][C:17]([C:20]([F:23])([F:22])[F:21])=[CH:16][CH:15]=2)[CH:9]=1)([CH3:4])([CH3:3])[CH3:2].[Br:26]Br.C(=O)([O-])[O-].[Na+].[Na+]>ClCCl>[Br:26][C:9]1[C:10]([C:14]2[CH:15]=[CH:16][C:17]([C:20]([F:22])([F:21])[F:23])=[CH:18][CH:19]=2)=[N:11][N:12]([CH3:13])[C:8]=1[C:7]([CH3:25])([CH3:24])[O:6][SiH2:5][C:1]([CH3:4])([CH3:2])[CH3:3] |f:2.3.4|. Procedure: A solution of 5-(tert-butyl-dimethyl-silanyloxymethyl)-1-methyl-3-(4-trifluoromethyl-phenyl)-1H-pyrazole (162 mg, 437 μmol) in dichloromethane (1.7 ml) was added within 10 min to a mixture of bromine (20 μl, 480 μmol) and sodium carbonate (93 mg, 880 μmol) in dichloromethane (4.3 ml) at 0° C. under an argon atmosphere. After stirring at 0 to 5° C. for 1 h and then at ambient temperature for 1 h, the mixture was quenched with water (5 ml) and extracted two times with dichloromethane. The combined... The reactants are [BH4-].[Na+] (sodium borohydride), CCOCC (ether), C(=O)([O-])[O-].C(=O)([O-])[O-].O.O.O.[K+].[K+].[K+].[K+] (potassium carbonate 1.5 hydrate), [N+](=O)([O-])C1=C(C=CC=C1)C(=O)C1=C(C=CC=C1)[N+](=O)[O-] (nitrophenyl ketone), C([O-])([O-])=O.[K+].[K+] (potassium carbonate). Solvent: O (water), O (water). Yields the product [N+](=O)([O-])C1=C(C=C(C(=C1)OC)OC)C(CCCCCCCCC(=O)O)O (10-(2'-nitro-4',5'-dimethoxyphenyl)-10-hydroxy-decanoic acid). The yield is 95.0%. Reaction SMILES: [C:1]([O-:4])([O-])=[O:2].[C:5]([O-:8])([O-])=O.O.O.O.[K+].[K+].[K+].[K+].[N+]([C:19]1[CH:24]=[CH:23][CH:22]=[CH:21][C:20]=1[C:25]([C:27]1[CH:32]=[CH:31][CH:30]=[CH:29][C:28]=1[N+:33]([O-:35])=[O:34])=[O:26])([O-])=O.[C:36](=[O:39])([O-])[O-].[K+].[K+].[BH4-].[Na+].[CH3:44][CH2:45]OCC>O>[N+:33]([C:28]1[CH:29]=[C:30]([O:39][CH3:36])[C:31]([O:8][CH3:5])=[CH:32][C:27]=1[CH:25]([OH:26])[CH2:20][CH2:21][CH2:22][CH2:23][CH2:24][CH2:19][CH2:44][CH2:45][C:1]([OH:4])=[O:2])([O-:35])=[O:34] |f:0.1.2.3.4.5.6.7.8,10.11.12,13.14|. Procedure: To a rapidly stirred solution of 8.33 g potassium carbonate 1.5 hydrate in 330 ml water was added 18.5 g of the nitrophenyl ketone. 2.5 g of potassium carbonate was added to make a clear solution. A solution of 2.36 g sodium borohydride in 50 ml water was added over 5 min. The mixture was heated to 45° for one hour, cooled to room temperature over 2 hours, and shaken with 200 ml ether. The layers were separated and the water layer stirred as a solution of 8% aqueous HCl was added until the solut... Reaction SMILES: [BrH:1].[C:14]([CH3:15])([CH3:16])([CH3:17])[O:18][C:19](=[O:20])[NH:21][CH:22]([CH2:23][CH2:24][C:25](=[O:26])[O:27][CH2:28][c:29]1[cH:30][cH:31][cH:32][cH:33][cH:34]1)[CH2:35][Cl:36].[C:37](=[O:38])([O-:39])[O-:40].[CH2:49]([N+:50]([CH2:51][CH2:52][CH2:53][CH3:54])([CH2:55][CH2:56][CH2:57][CH3:58])[CH2:59][CH2:60][CH2:61][CH3:62])[CH2:63][CH2:64][CH3:65].[I-:48].[K+:41].[K+:42].[NH2:2][c:3]1[n:4][cH:5][cH:6][c:7]2[cH:8][cH:9][c:10]([OH:13])[cH:11][c:12]12.[O:43]=[CH:44][N:45]([CH3:46])[CH3:47]>>[NH2:2][c:3]1[n:4][cH:5][cH:6][c:7]2[cH:8][cH:9][c:10]([O:13][CH2:35][CH:22]([NH:21][C:19]([O:18][C:14]([CH3:15])([CH3:16])[CH3:17])=[O:20])[CH2:23][CH2:24][C:25](=[O:26])[O:27][CH2:28][c:29]3[cH:30][cH:31][cH:32][cH:33][cH:34]3)[cH:11][c:12]12. Reactants: Br, CC(C)(C)OC(=O)NC(CCl)CCC(=O)OCc1ccccc1, O=C([O-])[O-], CCCC[N+](CCCC)(CCCC)CCCC, [I-], [K+], [K+], Nc1nccc2ccc(O)cc12, CN(C)C=O. The product is CC(C)(C)OC(=O)NC(CCC(=O)OCc1ccccc1)COc1ccc2ccnc(N)c2c1. Reactants: [H][H] (hydrogen), [H][H] (hydrogen), NC1=NC(=C(C(=C1[N+](=O)[O-])C)[N+](=O)[O-])C (2-amino-4,6-dimethyl-3,5-dinitropyridine), CS(=O)(=O)O (methanesulfonic acid). Reagents/catalysts: [Pd].C (Pd charcoal). Solvent: CO (methanol). The product is bismethanesulfonate, NC1=NC(=C(C(=C1N)C)N)C (2,3,5-triamino-4,6-dimethylpyridine). Reaction SMILES: [NH2:1][C:2]1[C:7]([N+:8]([O-])=O)=[C:6]([CH3:11])[C:5]([N+:12]([O-])=O)=[C:4]([CH3:15])[N:3]=1.CS(O)(=O)=O.[H][H]>[Pd].C.CO>[NH2:1][C:2]1[C:7]([NH2:8])=[C:6]([CH3:11])[C:5]([NH2:12])=[C:4]([CH3:15])[N:3]=1 |f:3.4|. Procedure: A 500 ml Parr Bottle was charged with 2-amino-4,6-dimethyl-3,5-dinitropyridine (21.2 g, 0.10 mole), 200 ml methanol, methanesulfonic acid (19.2 g, 0.20 mole), and 20. g 5% Pd/charcoal catalyst. The mixture was subjected to hydrogenation at ambient temperature with an initial hydrogen pressure of 5.7 psig. When no further uptake of hydrogen was observed, the mixture was filtered free of catalyst under a nitrogen atmosphere, and methanol removed under vacuum. The bismethanesulfonate salt of 2,3,5-... Reagents/catalysts: C1(CCCCC1)P(C1=C(C=CC=C1)C1=C(C=CC=C1OC)OC)C1CCCCC1 (2-dicyclohexylphosphino-2′,6′-dimethoxybiphenyl). Product: [N+](=O)([O-])C1=C(C=CC=C1)C=1C=CC(=NC1)C1=CC=CC=C1 (5-(2-nitrophenyl)-2-phenylpyridine). Solvent: O (water). Reported procedure: 2-Iodo-1-nitrobenzene (6.88 g, 27.64 mmol), 6-phenyl-3-pyridinylboronic acid (5.5 g, 27.64 mmol), potassium phosphate (17.6 g, 82.91 mmol), 2-dicyclohexylphosphino-2′,6′-dimethoxybiphenyl (0.451 g, 0.522 mmol) and Pd2(bda)3 (0.119 g, 0.55 mmol) were to toluene (150 mL) and water (12 mL). Nitrogen was bubbled through the solution for 30 minutes and then the solution was refluxed for overnight in an atmosphere of nitrogen. The reaction was then allowed to cool to room temperature and the organic p... Reactants: IC1=C(C=CC=C1)[N+](=O)[O-] (2-Iodo-1-nitrobenzene), C1(=CC=CC=C1)C (toluene), C1(=CC=CC=C1)C1=CC=C(C=N1)B(O)O (6-phenyl-3-pyridinylboronic acid), P(=O)([O-])([O-])[O-].[K+].[K+].[K+] (potassium phosphate). RXN SMILES: I[C:2]1[CH:7]=[CH:6][CH:5]=[CH:4][C:3]=1[N+:8]([O-:10])=[O:9].[C:11]1([C:17]2[N:22]=[CH:21][C:20](B(O)O)=[CH:19][CH:18]=2)[CH:16]=[CH:15][CH:14]=[CH:13][CH:12]=1.P([O-])([O-])([O-])=O.[K+].[K+].[K+].C1(C)C=CC=CC=1>C1(P(C2CCCCC2)C2C=CC=CC=2C2C(OC)=CC=CC=2OC)CCCCC1.O>[N+:8]([C:3]1[CH:4]=[CH:5][CH:6]=[CH:7][C:2]=1[C:20]1[CH:19]=[CH:18][C:17]([C:11]2[CH:16]=[CH:15][CH:14]=[CH:13][CH:12]=2)=[N:22][CH:21]=1)([O-:10])=[O:9] |f:2.3.4.5|. The yield is 65.7%. The reactants are C(C)(C)(C)OC(NC1CCN(CC1)C(C1=CC=C(C=C1)Cl)=O)=O ((1-(4-chloro-benzoyl)-piperidin-4-yl)-carbamic acid tert-butyl ester), FC(C(=O)O)(F)F (trifluoroacetic acid). The solvent is C(Cl)Cl (CH2Cl2). Reaction conditions: time 0.5 hour. Yields the product NC1CCN(CC1)C(=O)C1=CC=C(C=C1)Cl ((4-Amino-piperidin-1-yl)-(4-chloro-phenyl)-methanone). Reaction SMILES: C(OC(=O)[NH:7][CH:8]1[CH2:13][CH2:12][N:11]([C:14](=[O:22])[C:15]2[CH:20]=[CH:19][C:18]([Cl:21])=[CH:17][CH:16]=2)[CH2:10][CH2:9]1)(C)(C)C.FC(F)(F)C(O)=O>C(Cl)Cl>[NH2:7][CH:8]1[CH2:13][CH2:12][N:11]([C:14]([C:15]2[CH:16]=[CH:17][C:18]([Cl:21])=[CH:19][CH:20]=2)=[O:22])[CH2:10][CH2:9]1. Reported procedure: To a stirred solution of (1-(4-chloro-benzoyl)-piperidin-4-yl)-carbamic acid tert-butyl ester (46 g, 0.23 mmol) in CH2Cl2 (0.5 mL) was added trifluoroacetic acid (0.5 ml). The reaction mixture was stirred at room temperature for ½ hour. The reaction mixture was concentrated under reduced pressure to provide the titled compound. MS (DCI) m/z 239 (M+H)+. Reactants: C(CCCCCCC)N1S(C(C(C1=O)Cl)Cl)=O (2-octyl-4,5-dichloro-3-isothiazolidinone 1-oxide), ClC1=CC(=CC=C1)C(=O)OO (m-chloroperbenzoic acid). Solvent: C(Cl)(Cl)Cl (chloroform), C(Cl)(Cl)Cl (chloroform). Conditions: temperature 50 celsius, time 3 day. Product: C(CCCCCCC)N1S(C(C(C1=O)Cl)Cl)(=O)=O (2-octyl-4,5-dichloro-3-isothiazolidinone 1,1-dioxide). Reaction SMILES: [CH2:1]([N:9]1[C:13](=[O:14])[CH:12]([Cl:15])[CH:11]([Cl:16])[S:10]1=[O:17])[CH2:2][CH2:3][CH2:4][CH2:5][CH2:6][CH2:7][CH3:8].ClC1C=CC=C(C(OO)=[O:26])C=1>C(Cl)(Cl)Cl>[CH2:1]([N:9]1[C:13](=[O:14])[CH:12]([Cl:15])[CH:11]([Cl:16])[S:10]1(=[O:26])=[O:17])[CH2:2][CH2:3][CH2:4][CH2:5][CH2:6][CH2:7][CH3:8]. Procedure details: To a solution of 2.84g. (0.01 mole) of 2-octyl-4,5-dichloro-3-isothiazolidinone 1-oxide in 20 ml. of chloroform at 0° C. is added a solution of 5.4g. (0.025 mole) of 81% pure m-chloroperbenzoic acid in 100 ml. of chloroform. The mixture is stirred for three days at 50° C. The reaction mixture is filtered and the filtrate is washed with a dilute sodium bicarbonate solution. The chloroform layer is dried over magnesium sulfate and evaporated to give the crude product. Reactants: C1CCOC1, CC[O-], [Na+], O, FC(F)(F)C1(c2ccc3c(cnn3-c3ccccc3)c2)CO1, N#Cc1c[nH]c2ccccc12. The product is N#Cc1cn(CC(O)(c2ccc3c(cnn3-c3ccccc3)c2)C(F)(F)F)c2ccccc12. As a reaction SMILES: [CH2:39]1[O:40][CH2:41][CH2:42][CH2:43]1.[CH3:35][CH2:36][O-:37].[Na+:34].[OH2:38].[c:1]1(-[n:7]2[n:8][cH:9][c:10]3[cH:11][c:12]([C:16]4([C:19]([F:20])([F:21])[F:22])[O:17][CH2:18]4)[cH:13][cH:14][c:15]23)[cH:2][cH:3][cH:4][cH:5][cH:6]1.[nH:23]1[cH:24][c:25]([C:32]#[N:33])[c:26]2[cH:27][cH:28][cH:29][cH:30][c:31]12>>[c:1]1(-[n:7]2[n:8][cH:9][c:10]3[cH:11][c:12]([C:16]([OH:17])([CH2:18][n:23]4[cH:24][c:25]([C:32]#[N:33])[c:26]5[cH:27][cH:28][cH:29][cH:30][c:31]45)[C:19]([F:20])([F:21])[F:22])[cH:13][cH:14][c:15]23)[cH:2][cH:3][cH:4][cH:5][cH:6]1.